describe an organic reaction: reactants, conditions, products, and yield From a dataset of the Open Reaction Database (ORD), a public repository of structured organic reaction records. The reactants are C(CCC)(=O)OC(C)C1=CC=C(C=C1)OC(C)OCC (1-(4-(1-ethoxyethoxy)phenyl)ethyl butyrate). Run in C(C)O (ethanol), [OH-].[K+] (potassium hydroxide), ( ii ), ( iii ). Yields the product C(C)OC(C)OC1=CC=C(C=C1)C(C)O (1-(4-(1-ethoxyethyoxy)phenyl)ethanol). Yield: 90.0%. As a reaction SMILES: C([O:6][CH:7]([C:9]1[CH:14]=[CH:13][C:12]([O:15][CH:16]([O:18][CH2:19][CH3:20])[CH3:17])=[CH:11][CH:10]=1)[CH3:8])(=O)CCC>C(O)C.[OH-].[K+]>[CH2:19]([O:18][CH:16]([O:15][C:12]1[CH:11]=[CH:10][C:9]([CH:7]([OH:6])[CH3:8])=[CH:14][CH:13]=1)[CH3:17])[CH3:20] |f:2.3|. Procedure details: In 210 ml of 1N ethanol solution of potassium hydroxide was dissolved 28 g (0.1 mole) of the R-form of 1-(4-(1-ethoxyethoxy)phenyl)ethyl butyrate obtained in Example 2 (i), (ii) or (iii), the mixture was reacted at room temperature over night, and the reaction mixture was concentrated under reduced pressure To the residue was added 200 ml of ether, and it was washed with 2N aqueous solution of sodium hydroxide 2 times and then with water 3 times. The resulting ether layer was dried with anhydrou... Starting materials: OC1=C(C=CC(=O)OC)C=CC=C1 (methyl 2-hydroxycinnamate), C(C)(=O)OCCCCCBr (5-bromopentyl acetate). The product is COC(\C=C\C1=C(C=CC=C1)OCCCCCOC(C)=O)=O ((E)-3-[2-[[5-(acetyloxy)pentyl]oxy]phenyl]-2-propenoic acid methyl ester). As a reaction SMILES: [OH:1][C:2]1[CH:13]=[CH:12][CH:11]=[CH:10][C:3]=1[CH:4]=[CH:5][C:6]([O:8][CH3:9])=[O:7].[C:14]([O:17][CH2:18][CH2:19][CH2:20][CH2:21][CH2:22]Br)(=[O:16])[CH3:15]>>[CH3:9][O:8][C:6](=[O:7])/[CH:5]=[CH:4]/[C:3]1[CH:10]=[CH:11][CH:12]=[CH:13][C:2]=1[O:1][CH2:22][CH2:21][CH2:20][CH2:19][CH2:18][O:17][C:14](=[O:16])[CH3:15]. Procedure details: Using the procedure of example 63, 1.78 g (10 mmol) of methyl 2-hydroxycinnamate was alkylated with 2.3 g (11 mmol) of 5-bromopentyl acetate giving (E)-3-[2-[[5-(acetyloxy)pentyl]oxy]phenyl]-2-propenoic acid methyl ester, as a pale-yellow oil, in quantitative yield. The crude product was used without further purification. The reactants are Cl.NC1=C2N=CN(C2=NC=N1)C1=CC=C(C=C1)NC(=O)NC1=CC(=C(C=C1)Cl)C(F)(F)F (1-[4-(6-aminopurin-9-yl)phenyl]-3-(4-chloro-3-(trifluoromethyl)phenyl)urea hydrochloride), ClC(=O)OCC=C (allyl chloroformate). The product is C(C=C)OC(NC1=C2N=CN(C2=NC=N1)C1=CC=C(C=C1)NC(=O)NC1=CC(=C(C=C1)Cl)C(F)(F)F)=O ((9-{4-[3-(4-Chloro-3-(trifluoromethyl)phenyl)ureido]-phenyl}-9H-purin-6-yl)carbamic acid allyl ester). RXN SMILES: Cl.[NH2:2][C:3]1[N:11]=[CH:10][N:9]=[C:8]2[C:4]=1[N:5]=[CH:6][N:7]2[C:12]1[CH:17]=[CH:16][C:15]([NH:18][C:19]([NH:21][C:22]2[CH:27]=[CH:26][C:25]([Cl:28])=[C:24]([C:29]([F:32])([F:31])[F:30])[CH:23]=2)=[O:20])=[CH:14][CH:13]=1.Cl[C:34]([O:36][CH2:37][CH:38]=[CH2:39])=[O:35]>>[CH2:37]([O:36][C:34](=[O:35])[NH:2][C:3]1[N:11]=[CH:10][N:9]=[C:8]2[C:4]=1[N:5]=[CH:6][N:7]2[C:12]1[CH:13]=[CH:14][C:15]([NH:18][C:19]([NH:21][C:22]2[CH:27]=[CH:26][C:25]([Cl:28])=[C:24]([C:29]([F:31])([F:32])[F:30])[CH:23]=2)=[O:20])=[CH:16][CH:17]=1)[CH:38]=[CH2:39] |f:0.1|. Reported procedure: The title compound can be synthesized from 1-[4-(6-aminopurin-9-yl)phenyl]-3-(4-chloro-3-(trifluoromethyl)phenyl)urea hydrochloride and allyl chloroformate by using the same method as in Example 107. Reactants: FC(F)(F)c1cccc2nc(Cl)sc12, Nc1ncc(-c2cnn(C3CCNCC3)c2)cc1-c1nc2ccc(F)cc2s1. Product: Nc1ncc(-c2cnn(C3CCNCC3)c2)cc1-c1nc2cccc(C(F)(F)F)c2s1. Reaction SMILES: [Cl:29][c:30]1[s:31][c:32]2[c:33]([n:34]1)[cH:35][cH:36][cH:37][c:38]2[C:39]([F:40])([F:41])[F:42].[F:1][c:2]1[cH:3][cH:4][c:5]2[n:6][c:7](-[c:9]3[c:10]([NH2:26])[n:11][cH:12][c:13](-[c:15]4[cH:16][n:17][n:18]([CH:20]5[CH2:21][CH2:22][NH:23][CH2:24][CH2:25]5)[cH:19]4)[cH:14]3)[s:8][c:27]2[cH:28]1>>[c:9]1(-[c:30]2[s:31][c:32]3[c:33]([n:34]2)[cH:35][cH:36][cH:37][c:38]3[C:39]([F:40])([F:41])[F:42])[c:10]([NH2:26])[n:11][cH:12][c:13](-[c:15]2[cH:16][n:17][n:18]([CH:20]3[CH2:21][CH2:22][NH:23][CH2:24][CH2:25]3)[cH:19]2)[cH:14]1. Reactants: C(C)(=O)NCCNC(SC)=S (methyl N-(2-acetamidoethyl)dithiocarbamate), [N-]=[N+]=[N-].[Na+] (sodium azide). Solvent: O1CCOCC1 (dioxane), O (water). Yields the product C(C)(=O)NCCN1N=NN=C1S (1-(2-acetamidoethyl)-1H-tetrazole-5-thiol). Isolated yield 43.2%. As a reaction SMILES: [C:1]([NH:4][CH2:5][CH2:6][NH:7][C:8](=[S:11])SC)(=[O:3])[CH3:2].[N-:12]=[N+:13]=[N-:14].[Na+]>O1CCOCC1.O>[C:1]([NH:4][CH2:5][CH2:6][N:7]1[C:8]([SH:11])=[N:14][N:13]=[N:12]1)(=[O:3])[CH3:2] |f:1.2|. Procedure: To a solution of methyl N-(2-acetamidoethyl)dithiocarbamate (12.6 g.) in dioxane (40 ml.) was added a solution of sodium azide (6.4 g.) in water (40 ml.), and the mixture was heated under reflux for 4 hours. After dioxane was removed from the resultant mixture under reduced pressure, the residue was washed with ether (350 ml.) and adjusted to pH 1 with 10% hydrochloric acid. After the resultant solution was extracted with ethyl acetate (1.5 l.), the extract was dried over magnesium sulfate and t... Starting materials: O.O.[Sn](Cl)Cl (Tin(II)chloride dihydrate), COC1=C(C=C(C=C1[N+](=O)[O-])C1(CC1)C)[N+](=O)[O-] (2-methoxy-5-(1-methyl-cyclopropyl)-1,3-dinitro-benzene), [OH-].[Na+] (NaOH). Run in C(C)(=O)OCC (ethyl acetate). Product: COC1=C(C=C(C=C1N)C1(CC1)C)N (2-methoxy-5-(1-methyl-cyclopropyl)-benzene-1,3-diamine). Isolated yield 51.1%. RXN SMILES: O.O.[Sn](Cl)Cl.[CH3:6][O:7][C:8]1[C:13]([N+:14]([O-])=O)=[CH:12][C:11]([C:17]2([CH3:20])[CH2:19][CH2:18]2)=[CH:10][C:9]=1[N+:21]([O-])=O.[OH-].[Na+]>C(OCC)(=O)C>[CH3:6][O:7][C:8]1[C:13]([NH2:14])=[CH:12][C:11]([C:17]2([CH3:20])[CH2:19][CH2:18]2)=[CH:10][C:9]=1[NH2:21] |f:0.1.2,4.5|. Procedure details: Tin(II)chloride dihydrate (11.9 g, 52.6 mmol) was added to a solution of 2-methoxy-5-(1-methyl-cyclopropyl)-1,3-dinitro-benzene (2.21 g, 8.76 mmol) in ethyl acetate (30 mL). The mixture was heated to reflux for 0.25 h upon which the solution became red in color. The solution was cooled to rt and poured onto aqueous 2.0 M NaOH. The aqueous phase was extracted with ethyl acetate and the combined organic layers were washed with saturated NaHCO3. The organic layers were dried over sodium sulfate, el... Reactants: N1=CC=CC=C1 (pyridine), C(CCCCC)C1(C(CCC1)O)C(=O)OCC (ethyl 1-n-hexyl-2-hydroxy-cyclopentane carboxylate), CC1=CC=C(C(=O)Cl)C=C1 (4-methyl-benzoyl chloride). Solvent: C(Cl)Cl (methylene chloride). The product is C(CCCCC)C1(C(CCC1)OC(C1=CC=C(C=C1)C)=O)C(=O)OCC (Ethyl 1-n-hexyl-2-p-methylbenzoyloxy-cyclopentane carboxylate). Reaction SMILES: [CH2:1]([C:7]1([C:13]([O:15][CH2:16][CH3:17])=[O:14])[CH2:11][CH2:10][CH2:9][CH:8]1[OH:12])[CH2:2][CH2:3][CH2:4][CH2:5][CH3:6].N1C=CC=CC=1.[CH3:24][C:25]1[CH:33]=[CH:32][C:28]([C:29](Cl)=[O:30])=[CH:27][CH:26]=1>C(Cl)Cl>[CH2:1]([C:7]1([C:13]([O:15][CH2:16][CH3:17])=[O:14])[CH2:11][CH2:10][CH2:9][CH:8]1[O:12][C:29](=[O:30])[C:28]1[CH:32]=[CH:33][C:25]([CH3:24])=[CH:26][CH:27]=1)[CH2:2][CH2:3][CH2:4][CH2:5][CH3:6]. Procedure details: 7.44 grams of ethyl 1-n-hexyl-2-hydroxy-cyclopentane carboxylate obtained in Example 17 were diluted with 60 ml of methylene chloride. At room temperature and with magnetic stirring, 3.66 ml of pyridine was slowly added, then 6.12 ml of 4-methyl-benzoyl chloride was dropwise added. Then the procedure as described in Example 23 was followed, to give 12.53 g of yellow liquid. MS: m/e 360(M+′), 315(M+—OCH2CH3), 287(M+—CO2CH2CH3), 276, 241(M+−CH3C6H4CO), 225(M+—CH3C6H4CO2), 195, 185, 151, 140, 119 (...